describe an organic reaction: reactants, conditions, products, and yield From a dataset of the Open Reaction Database (ORD), a public repository of structured organic reaction records. Reactants: CC(C)(C)c1cc(NC(=O)Oc2ccccc2)no1, C1CCOC1, COc1cc2ncnc(Oc3cc(N)c(F)cc3F)c2cc1OC, CN(C)c1ccncc1, CCN(C(C)C)C(C)C, O. Yields the product COc1cc2ncnc(Oc3cc(NC(=O)Nc4cc(C(C)(C)C)on4)c(F)cc3F)c2cc1OC. Reaction SMILES: [C:34]([CH3:35])([CH3:36])([CH3:37])[c:38]1[cH:39][c:40]([NH:43][C:44]([O:45][c:47]2[cH:48][cH:49][cH:50][cH:51][cH:52]2)=[O:46])[n:41][o:42]1.[CH2:54]1[O:55][CH2:56][CH2:57][CH2:58]1.[CH3:1][O:2][c:3]1[cH:4][c:5]2[c:6]([O:15][c:16]3[c:17]([F:24])[cH:18][c:19]([F:23])[c:20]([NH2:21])[cH:22]3)[n:7][cH:8][n:9][c:10]2[cH:11][c:12]1[O:13][CH3:14].[CH3:59][N:60]([c:61]1[cH:62][cH:63][n:64][cH:65][cH:66]1)[CH3:67].[CH:25]([N:26]([CH2:27][CH3:28])[CH:29]([CH3:30])[CH3:31])([CH3:32])[CH3:33].[OH2:53]>>[CH3:1][O:2][c:3]1[cH:4][c:5]2[c:6]([O:15][c:16]3[c:17]([F:24])[cH:18][c:19]([F:23])[c:20]([NH:21][C:44]([NH:43][c:40]4[cH:39][c:38]([C:34]([CH3:35])([CH3:36])[CH3:37])[o:42][n:41]4)=[O:45])[cH:22]3)[n:7][cH:8][n:9][c:10]2[cH:11][c:12]1[O:13][CH3:14]. Reactants: CC(=O)c1cnc2c(c1)oc(=O)n2CC#N, CCO, O=[Pt]. Yields the product CC(=O)c1cnc2[nH]c(=O)oc2c1. As a reaction SMILES: [C:1]([CH2:2][n:4]1[c:5](=[O:16])[o:6][c:7]2[c:8]1[n:9][cH:10][c:11]([C:13]([CH3:14])=[O:15])[cH:12]2)#[N:3].[CH3:17][CH2:18][OH:19].[Pt:20]=[O:21]>>[nH:4]1[c:5](=[O:16])[o:6][c:7]2[c:8]1[n:9][cH:10][c:11]([C:13]([CH3:14])=[O:15])[cH:12]2.